From a dataset of the Open Reaction Database (ORD), a public repository of structured organic reaction records. describe an organic reaction: reactants, conditions, products, and yield RXN SMILES: [Cl:1][C:2]1[N:7]=[C:6](Cl)[C:5]([N+:9]([O-:11])=[O:10])=[CH:4][N:3]=1.[F:12][C:13]1([F:27])[CH2:17][CH2:16][C@@H:15]([NH:18][CH2:19][C:20]2([C:23]([O:25][CH3:26])=[O:24])[CH2:22][CH2:21]2)[CH2:14]1.C(=O)(O)[O-].[Na+]>ClCCl>[Cl:1][C:2]1[N:7]=[C:6]([N:18]([CH2:19][C:20]2([C:23]([O:25][CH3:26])=[O:24])[CH2:22][CH2:21]2)[C@@H:15]2[CH2:16][CH2:17][C:13]([F:12])([F:27])[CH2:14]2)[C:5]([N+:9]([O-:11])=[O:10])=[CH:4][N:3]=1 |f:2.3|. Solvent: ClCCl (dichloromethane), petroleum ether, ClCCl (dichloromethane). Yields the product ClC1=NC=C(C(=N1)N([C@H]1CC(CC1)(F)F)CC1(CC1)C(=O)OC)[N+](=O)[O-] ((R)-methyl 1-(((2-chloro-5-nitropyrimidin-4-yl)(3,3-difluorocyclopentyl)amino)methyl)cyclopropane-carboxylate). Procedure: 2,4-Dichloro-5-nitropyrimidine (2.16 g, 11.15 mmol) was added to a mixture of (R)-methyl 1-((3,3-difluorocyclopentylamino)methyl)cyclopropanecarboxylate (2.6 g, 11.15 mmol) and sodium bicarbonate (3.75 g, 44.64 mmol) in dichloromethane (15 mL) and petroleum ether (60 mL). The reaction mixture was stirred at room temperature for 18 hours. The reaction mixture was diluted with dichloromethane and dried over magnesium sulfate. The solids were filtered off, rinsing with more dichloromethane. The mot... Reaction conditions: time 18 hour. The reactants are ClC1=NC=C(C(=N1)Cl)[N+](=O)[O-] (2,4-Dichloro-5-nitropyrimidine), FC1(C[C@@H](CC1)NCC1(CC1)C(=O)OC)F ((R)-methyl 1-((3,3-difluorocyclopentylamino)methyl)cyclopropanecarboxylate), C([O-])(O)=O.[Na+] (sodium bicarbonate). Yield: 91.2%. Yields the product CC1=CC(=C(C(=C1)C1=C(C=CC=C1)C(C)C)O)C1=C(C=CC=C1)C(C)C (4-methyl-2,6-bis(2′-isopropylphenyl)phenol). Reported procedure: A mixed solution of 1 mL of water and 4 mL of dimethoxyethane was added into a flask into which 2,6-dibromo-4-methylanisole (400 mg, 1.43 mmol), 2-isopropylphenylboronic acid (720 mg, 4.39 mmol), palladium acetate (14 mg, 0.062 mmol), triphenylphosphine (60 mg, 0.23 mmol), and potassium phosphate (940 mg, 4.43 mmol) were already added, and then refluxed at normal temperature for 6 hours. After cooling to normal temperature, an ammonium chloride aqueous solution (5 mL) and 10 mL of diethylether w... The yield is 95.0%. RXN SMILES: [CH3:1][C:2]1[CH:7]=[C:6]([C:8]2[CH:13]=[CH:12][CH:11]=[CH:10][C:9]=2[CH:14]([CH3:16])[CH3:15])[C:5]([O:17]C)=[C:4]([C:19]2[CH:24]=[CH:23][CH:22]=[CH:21][C:20]=2[CH:25]([CH3:27])[CH3:26])[CH:3]=1.O.C(OCC)C>C(Cl)Cl>[CH3:1][C:2]1[CH:7]=[C:6]([C:8]2[CH:13]=[CH:12][CH:11]=[CH:10][C:9]=2[CH:14]([CH3:16])[CH3:15])[C:5]([OH:17])=[C:4]([C:19]2[CH:24]=[CH:23][CH:22]=[CH:21][C:20]=2[CH:25]([CH3:27])[CH3:26])[CH:3]=1. Reactants: CC1=CC(=C(C(=C1)C1=C(C=CC=C1)C(C)C)OC)C1=C(C=CC=C1)C(C)C (4-methyl-2,6-bis(2′-isopropylphenyl)anisole), O (water), C(C)OCC (diethylether). Run in C(Cl)Cl (methylene chloride). Starting materials: CCN, CCOC(C)=O, Cl, CC(C)(C)OC(=O)C(C)(C)Oc1ccccc1CC(N)=O, C1CCOC1. Yields the product CC(C)(C)OC(=O)C(C)(C)Oc1ccccc1CCN. As a reaction SMILES: [CH3:23][CH2:24][NH2:25].[CH3:26][CH2:27][O:28][C:29](=[O:30])[CH3:31].[ClH:22].[NH2:1][C:2](=[O:3])[CH2:4][c:5]1[c:6]([O:7][C:8]([C:9](=[O:10])[O:11][C:12]([CH3:13])([CH3:14])[CH3:15])([CH3:16])[CH3:17])[cH:18][cH:19][cH:20][cH:21]1.[O:32]1[CH2:33][CH2:34][CH2:35][CH2:36]1>>[NH2:1][CH2:2][CH2:4][c:5]1[c:6]([O:7][C:8]([C:9](=[O:10])[O:11][C:12]([CH3:13])([CH3:14])[CH3:15])([CH3:16])[CH3:17])[cH:18][cH:19][cH:20][cH:21]1. Starting materials: ClCCl, Cc1c(Nc2ccc(I)cc2F)c(NS(=O)(=O)C2CC(OCc3ccccc3)C2)c2n(c1=O)CCN2. The product is Cc1c(Nc2ccc(I)cc2F)c(NS(=O)(=O)C2CC(O)C2)c2n(c1=O)CCN2. Reaction SMILES: [Cl:37][CH2:38][Cl:39].[F:1][c:2]1[c:3]([NH:9][c:10]2[c:11]([NH:21][S:22](=[O:23])(=[O:24])[CH:25]3[CH2:26][CH:27]([O:29][CH2:30][c:31]4[cH:32][cH:33][cH:34][cH:35][cH:36]4)[CH2:28]3)[c:12]3[n:13]([c:14](=[O:17])[c:15]2[CH3:16])[CH2:18][CH2:19][NH:20]3)[cH:4][cH:5][c:6]([I:8])[cH:7]1>>[F:1][c:2]1[c:3]([NH:9][c:10]2[c:11]([NH:21][S:22](=[O:23])(=[O:24])[CH:25]3[CH2:26][CH:27]([OH:29])[CH2:28]3)[c:12]3[n:13]([c:14](=[O:17])[c:15]2[CH3:16])[CH2:18][CH2:19][NH:20]3)[cH:4][cH:5][c:6]([I:8])[cH:7]1. Reactants: COC(=O)Cn1c(C)c(Cc2ccc(S(=O)(=O)c3ccc(F)cc3)c(F)c2)c2cc(F)ccc21, Cl, [Na+], C1CCOC1, [OH-]. Yields the product Cc1c(Cc2ccc(S(=O)(=O)c3ccc(F)cc3)c(F)c2)c2cc(F)ccc2n1CC(=O)O. RXN SMILES: [CH3:1][O:2][C:3]([CH2:4][n:5]1[c:6]([CH3:33])[c:7]([CH2:15][c:16]2[cH:17][c:18]([F:32])[c:19]([S:22](=[O:23])(=[O:24])[c:25]3[cH:26][cH:27][c:28]([F:31])[cH:29][cH:30]3)[cH:20][cH:21]2)[c:8]2[cH:9][c:10]([F:14])[cH:11][cH:12][c:13]12)=[O:34].[ClH:37].[Na+:36].[O:38]1[CH2:39][CH2:40][CH2:41][CH2:42]1.[OH-:35]>>[O:2]=[C:3]([CH2:4][n:5]1[c:6]([CH3:33])[c:7]([CH2:15][c:16]2[cH:17][c:18]([F:32])[c:19]([S:22](=[O:23])(=[O:24])[c:25]3[cH:26][cH:27][c:28]([F:31])[cH:29][cH:30]3)[cH:20][cH:21]2)[c:8]2[cH:9][c:10]([F:14])[cH:11][cH:12][c:13]12)[OH:34].